This data is from the Open Reaction Database (ORD), a public repository of structured organic reaction records. The task is: describe an organic reaction: reactants, conditions, products, and yield Starting materials: O=C([O-])[O-], CC#CCBr, CCOC(=O)CNC(=NC#N)Oc1ccccc1, CC(C)=O, [K+], [K+]. As a reaction SMILES: [C:24](=[O:25])([O-:26])[O-:27].[CH2:1]([C:2]#[C:3][CH3:4])[Br:5].[CH2:6]([CH3:7])[O:8][C:9](=[O:10])[CH2:11][NH:12][C:13]([O:14][c:15]1[cH:16][cH:17][cH:18][cH:19][cH:20]1)=[N:21][C:22]#[N:23].[CH3:30][C:31](=[O:32])[CH3:33].[K+:28].[K+:29]>>[CH2:1]([C:2]#[C:3][CH3:4])[N:12]([CH2:11][C:9]([O:8][CH2:6][CH3:7])=[O:10])[C:13]([O:14][c:15]1[cH:16][cH:17][cH:18][cH:19][cH:20]1)=[N:21][C:22]#[N:23]. The product is CC#CCN(CC(=O)OCC)C(=NC#N)Oc1ccccc1. Reactants: CN(C)CC1=CC2=C(CN(CC2)C(C2=CC=C(C=C2)C(C2=CC=C(C=C2)Cl)=O)=O)O1 (N,N-Dimethyl-[6-[4-(4-chlorobenzoyl)benzoyl]-4,5,6,7-tetrahydrofuro[2,3-c]pyridin-2-ylmethyl]amine), Cl (hydrogen chloride). Run in CO (methanol), C(C)(=O)OCC (ethyl acetate). Product: Cl.CN(C)CC1=CC2=C(CN(CC2)C(C2=CC=C(C=C2)C(C2=CC=C(C=C2)Cl)=O)=O)O1 (N,N-dimethyl-[6-[4-(4-chlorobenzoyl)benzoyl]-4,5,6,7-tetrahydrofuro[2,3-c]pyridin-2-ylmethyl]amine hydrochloride). As a reaction SMILES: [CH3:1][N:2]([CH2:4][C:5]1[O:30][C:8]2[CH2:9][N:10]([C:13](=[O:29])[C:14]3[CH:19]=[CH:18][C:17]([C:20](=[O:28])[C:21]4[CH:26]=[CH:25][C:24]([Cl:27])=[CH:23][CH:22]=4)=[CH:16][CH:15]=3)[CH2:11][CH2:12][C:7]=2[CH:6]=1)[CH3:3].Cl>CO.C(OCC)(=O)C>[ClH:27].[CH3:3][N:2]([CH2:4][C:5]1[O:30][C:8]2[CH2:9][N:10]([C:13](=[O:29])[C:14]3[CH:15]=[CH:16][C:17]([C:20](=[O:28])[C:21]4[CH:26]=[CH:25][C:24]([Cl:27])=[CH:23][CH:22]=4)=[CH:18][CH:19]=3)[CH2:11][CH2:12][C:7]=2[CH:6]=1)[CH3:1] |f:4.5|. Procedure details: N,N-Dimethyl-[6-[4-(4-chlorobenzoyl)benzoyl]-4,5,6,7-tetrahydrofuro[2,3-c]pyridin-2-ylmethyl]amine 0.235 g was dissolved in methanol; hydrogen chloride in ethyl acetate was added in excess, followed by stirring. After this mixture was concentrated, the resulting solid was washed with diethyl ether to yield the desired product. Starting materials: C(CCCCC)C1=CC=C(C(=O)C2=C(C(=O)O)C=C(C(=C2)C(=O)O)C(C2=CC=C(C=C2)CCCCCC)=O)C=C1 (2,5-bis(4-hexylbenzoyl)terephthalic acid), [H][H] (hydrogen). The reagents and catalysts are [Pd] (palladium on carbon). Run in O1CCCC1 (tetrahydrofuran). Product: C(CCCCC)C1=CC=C(CC2=C(C(=O)O)C=C(C(=C2)C(=O)O)CC2=CC=C(C=C2)CCCCCC)C=C1 (2,5-bis(4-hexylbenzyl)terephthalic acid). RXN SMILES: [CH2:1]([C:7]1[CH:40]=[CH:39][C:10]([C:11]([C:13]2[CH:21]=[C:20]([C:22]([OH:24])=[O:23])[C:19]([C:25](=O)[C:26]3[CH:31]=[CH:30][C:29]([CH2:32][CH2:33][CH2:34][CH2:35][CH2:36][CH3:37])=[CH:28][CH:27]=3)=[CH:18][C:14]=2[C:15]([OH:17])=[O:16])=O)=[CH:9][CH:8]=1)[CH2:2][CH2:3][CH2:4][CH2:5][CH3:6].[H][H]>[Pd].O1CCCC1>[CH2:1]([C:7]1[CH:40]=[CH:39][C:10]([CH2:11][C:13]2[CH:21]=[C:20]([C:22]([OH:24])=[O:23])[C:19]([CH2:25][C:26]3[CH:31]=[CH:30][C:29]([CH2:32][CH2:33][CH2:34][CH2:35][CH2:36][CH3:37])=[CH:28][CH:27]=3)=[CH:18][C:14]=2[C:15]([OH:17])=[O:16])=[CH:9][CH:8]=1)[CH2:2][CH2:3][CH2:4][CH2:5][CH3:6]. Procedure details: A mixture of 5.26 grams of 2,5-bis(4-hexylbenzoyl)terephthalic acid, 100 mL of tetrahydrofuran, and 0.53 grams of 5% palladium on carbon (as a catalyst) was heated at 65° C. for 17 hours in an atmosphere of hydrogen at 270 kPa. The resulting mixture was filtered through Celite™ diatomaceous earth filter agent to remove the catalyst. The filtrate was concentrated in vacuo to give 2,5-bis(4-hexylbenzyl)terephthalic acid. Reactants: C1CCOC1 (THF), C1(=CC=CC=C1)C=1N=CNC1 (4-phenylimidazole), [H-].[Na+] (sodium hydride), oil, CI (methyl iodide). The solvent is ClCCl (dichloromethane). Run at time 10 minute. Product: CN1C=NC(=C1)C1=CC=CC=C1 (1-methyl-4-phenyl-1H-imidazole), CN1C=NC=C1C1=CC=CC=C1 (1-methyl-5-phenyl-1H-imidazole). As a reaction SMILES: [H-].[Na+].[CH2:3]1COCC1.[C:8]1([C:14]2[N:15]=[CH:16][NH:17][CH:18]=2)[CH:13]=[CH:12][CH:11]=[CH:10][CH:9]=1.CI>ClCCl>[CH3:3][N:17]1[CH:18]=[C:14]([C:8]2[CH:9]=[CH:10][CH:11]=[CH:12][CH:13]=2)[N:15]=[CH:16]1.[CH3:3][N:15]1[C:14]([C:8]2[CH:9]=[CH:10][CH:11]=[CH:12][CH:13]=2)=[CH:18][N:17]=[CH:16]1 |f:0.1|. Reported procedure: To a slurry of sodium hydride, 60% in mineral oil (1.2 g, 31 mmol) in 100 mL anhyd. THF at 0° C. was added 4-phenylimidazole (4.00 g, 28 mmol) in small portions under nitrogen. Upon complete addition, the reaction was homogeneous and orange. After 10 min, methyl iodide (2.1 ml, 33 mmol) was added and the reaction was allowed to warm to ambient temperature. After 2 h, the reaction was quenched with 10 mL water and concentrated in vacuo. The resulting liquid was partitioned between water/brine and... Reactants: COC=1C=C(CO)C(=CC1CC=C)[N+](=O)[O-] (3-methoxy-6-nitro-4-(2-propenyl)benzylalcohol), [Cl-].[NH4+] (ammonium chloride). Reagents/catalysts: [Fe] (iron). Solvent: C(C)O.O (ethanol water). Reaction conditions: temperature 90 celsius, time 1 hour. Product: NC1=C(CO)C=C(C(=C1)CC=C)OC (2-amino-5-methoxy-4-(2-propenyl)benzylalcohol). Yield: 91.6%. RXN SMILES: [CH3:1][O:2][C:3]1[CH:4]=[C:5]([C:8]([N+:14]([O-])=O)=[CH:9][C:10]=1[CH2:11][CH:12]=[CH2:13])[CH2:6][OH:7].[Cl-].[NH4+]>[Fe].C(O)C.O>[NH2:14][C:8]1[CH:9]=[C:10]([CH2:11][CH:12]=[CH2:13])[C:3]([O:2][CH3:1])=[CH:4][C:5]=1[CH2:6][OH:7] |f:1.2,4.5|. Procedure details: 24 ml of ethanol-water (5:1) was added to 1.00 g of 3-methoxy-6-nitro-4-(2-propenyl)benzylalcohol, 1.00 g of iron, and 2.00 g of ammonium chloride. The reaction solution was stirred at 90° C. for 1 hour. Thereafter, the reaction solution was cooled to a room temperature, and insoluble matters were then removed by filtration. The filtrate was concentrated under a reduced pressure. The residue was diluted with ethyl acetate and then washed with water and a saturated sodium chloride aqueous solutio... As a reaction SMILES: [C:1]([CH2:3][C:4]1[CH:5]=[C:6](B(O)O)[CH:7]=[CH:8][CH:9]=1)#[N:2].I[C:14]1[C:22]2[C:17](=[N:18][CH:19]=[N:20][C:21]=2[NH2:23])[N:16]([CH:24]([CH3:26])[CH3:25])[N:15]=1.C([O-])([O-])=O.[Na+].[Na+]>CCO.COCCOC.C1C=CC([P]([Pd]([P](C2C=CC=CC=2)(C2C=CC=CC=2)C2C=CC=CC=2)([P](C2C=CC=CC=2)(C2C=CC=CC=2)C2C=CC=CC=2)[P](C2C=CC=CC=2)(C2C=CC=CC=2)C2C=CC=CC=2)(C2C=CC=CC=2)C2C=CC=CC=2)=CC=1>[NH2:23][C:21]1[N:20]=[CH:19][N:18]=[C:17]2[N:16]([CH:24]([CH3:26])[CH3:25])[N:15]=[C:14]([C:6]3[CH:5]=[C:4]([CH2:3][C:1]#[N:2])[CH:9]=[CH:8][CH:7]=3)[C:22]=12 |f:2.3.4,^1:45,47,66,85|. Reagents/catalysts: C=1C=CC(=CC1)[P](C=2C=CC=CC2)(C=3C=CC=CC3)[Pd]([P](C=4C=CC=CC4)(C=5C=CC=CC5)C=6C=CC=CC6)([P](C=7C=CC=CC7)(C=8C=CC=CC8)C=9C=CC=CC9)[P](C=1C=CC=CC1)(C=1C=CC=CC1)C=1C=CC=CC1 (Pd(PPh3)4). Procedure: A solution of (3-Cyanomethylphenyl)boronic acid (18 mg, 0.11 mmol) in EtOH (3.3 mL) was added to a solution of 3-iodo-1-isopropyl-1H-pyrazolo[3,4-d]pyrimidin-4-amine (30 mg, 0.10 mmol) in DME (12 mL). Pd(PPh3)4 (30 mg, 0.03 mmol) and saturated Na2CO3 (1.9 mL) were added and the reaction was heated to 80° C. under an argon atmosphere overnight. After cooling, the reaction was extracted with saturated NaCl and CH2Cl2. Organic phases were combined, concentrated in vacuo and purified by RP-HPLC (MeC... Product: NC1=C2C(=NC=N1)N(N=C2C=2C=C(C=CC2)CC#N)C(C)C (2-(3-(4-amino-1-isopropyl-1H-pyrazolo[3,4-d]pyrimidin-3-yl)phenyl)acetonitrile). Starting materials: C(=O)([O-])[O-].[Na+].[Na+] (Na2CO3), C(#N)CC=1C=C(C=CC1)B(O)O ((3-Cyanomethylphenyl)boronic acid), IC1=NN(C2=NC=NC(=C21)N)C(C)C (3-iodo-1-isopropyl-1H-pyrazolo[3,4-d]pyrimidin-4-amine). The solvent is CCO (EtOH), COCCOC (DME). Reaction conditions: temperature 80 celsius. The reactants are O(C1=CC=CC=C1)C[C@@H]1CO1 ((2S)-1-phenoxy-2,3-epoxypropane), [OH-].[NH4+] (ammonium hydroxide). Reaction SMILES: [O:1]([CH2:8][C@H:9]1[O:11][CH2:10]1)[C:2]1[CH:7]=[CH:6][CH:5]=[CH:4][CH:3]=1.[OH-].[NH4+:13]>C(O)C>[NH2:13][CH2:10][C@H:9]([OH:11])[CH2:8][O:1][C:2]1[CH:7]=[CH:6][CH:5]=[CH:4][CH:3]=1 |f:1.2|. Run in C(C)O (ethanol). Procedure details: A stirred solution of (2S)-1-phenoxy-2,3-epoxypropane (1.0 g) and concentrated ammonium hydroxide (10 ml) in ethanol (10 ml) was sealed up at room temperature for 12 hours. The mixture was evaporated in vacuo and dried to give (2S)-1-amino-3-phenoxy-2-propanol (1.1 g). The product is NC[C@@H](COC1=CC=CC=C1)O ((2S)-1-amino-3-phenoxy-2-propanol).